From a dataset of the Open Reaction Database (ORD), a public repository of structured organic reaction records. describe an organic reaction: reactants, conditions, products, and yield Reactants: [OH-].[Na+] (sodiumhydroxide), COC(CN1C(=NC(=C1Br)Br)Br)=O ((2,4,5-tribromo-imidazol-1-yl)-acetic acid methyl ester). Reaction SMILES: [OH-].[Na+].C[O:4][C:5](=[O:15])[CH2:6][N:7]1[C:11]([Br:12])=[C:10]([Br:13])[N:9]=[C:8]1[Br:14]>CO>[Br:14][C:8]1[N:7]([CH2:6][C:5]([OH:15])=[O:4])[C:11]([Br:12])=[C:10]([Br:13])[N:9]=1 |f:0.1|. The yield is 98.7%. Reported procedure: 18 mL 4 mol/L aqueous sodiumhydroxide solution was added to 18.1 g (2,4,5-tribromo-imidazol-1-yl)-acetic acid methyl ester in 200 mL MeOH. The reaction was stirred 1 h at RT and evaporated. Water was added to the residue and the resulting mixture acidified with 1 mol/L aqueous HCL solution. The precipitate was filtered and dried to give 17.2 g desired product. Product: BrC=1N(C(=C(N1)Br)Br)CC(=O)O ((2,4,5-tribromo-imidazol-1-yl)-acetic acid). Run in CO (MeOH). Run at time 1 hour. Starting materials: C, CC(C)CCCC(C)NC(=O)Nc1nc2nccc(-c3ccc(OCc4ccccc4)cc3)n2n1, CC(=O)O, [H][H], [Pd]. Yields the product CC(C)CCCC(C)NC(=O)Nc1nc2nccc(-c3ccc(O)cc3)n2n1. Reaction SMILES: [C:42].[CH2:1]([c:2]1[cH:3][cH:4][cH:5][cH:6][cH:7]1)[O:8][c:9]1[cH:10][cH:11][c:12](-[c:15]2[cH:16][cH:17][n:18][c:19]3[n:20]2[n:21][c:22]([NH:24][C:25](=[O:26])[NH:27][CH:28]([CH2:29][CH2:30][CH2:31][CH:32]([CH3:33])[CH3:34])[CH3:35])[n:23]3)[cH:13][cH:14]1.[CH3:38][C:39](=[O:40])[OH:41].[H:36][H:37].[Pd:43]>>[OH:8][c:9]1[cH:10][cH:11][c:12](-[c:15]2[cH:16][cH:17][n:18][c:19]3[n:20]2[n:21][c:22]([NH:24][C:25](=[O:26])[NH:27][CH:28]([CH2:29][CH2:30][CH2:31][CH:32]([CH3:33])[CH3:34])[CH3:35])[n:23]3)[cH:13][cH:14]1.